Task: describe an organic reaction: reactants, conditions, products, and yield. Dataset: the Open Reaction Database (ORD), a public repository of structured organic reaction records Reactants: O=C([O-])O, ClC(Cl)Cl, O=C(Cl)CCl, Cl, Cl, NCC1CN(Cc2ccc(Cl)c(Cl)c2)CCO1, [Na+]. Yields the product O=C(CCl)NCC1CN(Cc2ccc(Cl)c(Cl)c2)CCO1. Reaction SMILES: [C:20](=[O:21])([O-:22])[OH:23].[CH:30]([Cl:31])([Cl:32])[Cl:33].[Cl:25][CH2:26][C:27](=[O:28])[Cl:29].[ClH:1].[ClH:2].[NH2:3][CH2:4][CH:5]1[O:6][CH2:7][CH2:8][N:9]([CH2:11][c:12]2[cH:13][c:14]([Cl:19])[c:15]([Cl:18])[cH:16][cH:17]2)[CH2:10]1.[Na+:24]>>[NH:3]([CH2:4][CH:5]1[O:6][CH2:7][CH2:8][N:9]([CH2:11][c:12]2[cH:13][c:14]([Cl:19])[c:15]([Cl:18])[cH:16][cH:17]2)[CH2:10]1)[C:27]([CH2:26][Cl:25])=[O:28]. The reactants are C([O-])(O)=O.[Na+] (sodium bicarbonate), P(=O)(Cl)(Cl)Cl (Phosphorus oxychloride), NC1[C@@H]2N(C(=C(CS2)CSC2=NN=NN2C)C(=O)O)C1=O (7-amino-3-(1-methyl-1H-tetrazol-5-yl)thiomethyl-3-cephem-4-carboxylic acid), C(C)(C)ON=C(C(=O)O)C=1N=C(SC1)NC=O (2-isopropoxyimino-2-(2-formamido-1,3-thiazol-4-yl)acetic acid). Run in O (water), C(C)(=O)OCC (Ethyl acetate), CC(=O)C (acetone), C(C)(=O)OCC (ethyl acetate), C(C)(=O)OCC (ethyl acetate), CN(C=O)C (dimethylformamide). Conditions: time 10 minute. Product: C(C)(C)ON=C(C(=O)NC1[C@@H]2N(C(=C(CS2)CSC2=NN=NN2C)C(=O)O)C1=O)C=1N=C(SC1)NC=O (7-[2-isopropoxyimino-2-(2-formamido-1,3-thiazol-4-yl)acetamido]-3-(1-methyl-1H-tetrazol-5-yl)thiomethyl-3-cephem-4-carboxylic acid). Isolated yield 60.0%. As a reaction SMILES: P(Cl)(Cl)(Cl)=O.[CH:6]([O:9][N:10]=[C:11]([C:15]1[N:16]=[C:17]([NH:20][CH:21]=[O:22])[S:18][CH:19]=1)[C:12]([OH:14])=O)([CH3:8])[CH3:7].[NH2:23][CH:24]1[C:42](=[O:43])[N:26]2[C:27]([C:39]([OH:41])=[O:40])=[C:28]([CH2:31][S:32][C:33]3[N:37]([CH3:38])[N:36]=[N:35][N:34]=3)[CH2:29][S:30][C@H:25]12.C(=O)(O)[O-].[Na+]>C(OCC)(=O)C.O.CC(C)=O.CN(C)C=O>[CH:6]([O:9][N:10]=[C:11]([C:15]1[N:16]=[C:17]([NH:20][CH:21]=[O:22])[S:18][CH:19]=1)[C:12]([NH:23][CH:24]1[C:42](=[O:43])[N:26]2[C:27]([C:39]([OH:41])=[O:40])=[C:28]([CH2:31][S:32][C:33]3[N:37]([CH3:38])[N:36]=[N:35][N:34]=3)[CH2:29][S:30][C@H:25]12)=[O:14])([CH3:7])[CH3:8] |f:3.4|. Procedure details: Phosphorus oxychloride (0.92 g) was added dropwise over 3 minutes at -5° to -10° C. to a solution of dimethylformamide (0.44 g) in ethyl acetate (2 ml). Ethyl acetate (20 ml) was added thereto and after 10 minutes, 2-isopropoxyimino-2-(2-formamido-1,3-thiazol-4-yl)acetic acid (syn isomer) (1.29 g) was added thereto at -5° to -10° C. The mixture was stirred for 10 minutes to give a clear solution. On the other hand, 7-amino-3-(1-methyl-1H-tetrazol-5-yl)thiomethyl-3-cephem-4-carboxylic acid (1.64 ... Starting materials: CCC(C(C)=O)C(N)=O, CI, CO, [Na+], [OH-]. Product: CCC(C)(C(C)=O)C(N)=O. Reaction SMILES: [CH2:1]([CH3:2])[CH:3]([C:4](=[O:5])[NH2:6])[C:7](=[O:8])[CH3:9].[CH3:12][I:13].[CH3:14][OH:15].[Na+:11].[OH-:10]>>[CH2:1]([CH3:2])[C:3]([C:4](=[O:5])[NH2:6])([C:7](=[O:8])[CH3:9])[CH3:12].